This data is from the Open Reaction Database (ORD), a public repository of structured organic reaction records. The task is: describe an organic reaction: reactants, conditions, products, and yield Starting materials: CCCc1[nH]c(C(=O)OCC)c(CCC)c1C, CC1OC(C)OC(C)O1. The product is CCCc1[nH]c(CC)c(CCC)c1C. As a reaction SMILES: [C:1]([O:2][CH2:3][CH3:4])(=[O:5])[c:6]1[nH:7][c:8]([CH2:15][CH2:16][CH3:17])[c:9]([CH3:14])[c:10]1[CH2:11][CH2:12][CH3:13].[CH3:18][CH:19]1[O:20][CH:21]([CH3:22])[O:23][CH:24]([CH3:25])[O:26]1>>[CH2:1]([c:6]1[nH:7][c:8]([CH2:15][CH2:16][CH3:17])[c:9]([CH3:14])[c:10]1[CH2:11][CH2:12][CH3:13])[CH3:18].